From a dataset of the Open Reaction Database (ORD), a public repository of structured organic reaction records. describe an organic reaction: reactants, conditions, products, and yield Starting materials: CC(=O)O, O=[N+]([O-])c1cc(Cl)cc(Cl)c1O, [H][H]. Product: Nc1cc(Cl)cc(Cl)c1O. RXN SMILES: [CH3:15][C:16](=[O:17])[OH:18].[Cl:1][c:2]1[c:3]([OH:12])[c:4]([N+:9]([O-:10])=[O:11])[cH:5][c:6]([Cl:8])[cH:7]1.[H:13][H:14]>>[Cl:1][c:2]1[c:3]([OH:12])[c:4]([NH2:9])[cH:5][c:6]([Cl:8])[cH:7]1. Product: C1(=CC=CC=C1)N1C2C3=C(C(C(O1)(O2)C2=CC=CC=C2)C2=CC=CC=C2)C=CC=C3 (1,2,4,5-tetrahydro-2,4,5-triphenyl-1,4-epoxy-3,2-benzoxazepin). RXN SMILES: [C:1]([CH:9]([C:16]1[CH:23]=[CH:22][CH:21]=[CH:20][C:17]=1[CH:18]=[O:19])[C:10]1[CH:15]=[CH:14][CH:13]=[CH:12][CH:11]=1)(=[O:8])[C:2]1[CH:7]=[CH:6][CH:5]=[CH:4][CH:3]=1.[C:24]1([NH:30]O)[CH:29]=[CH:28][CH:27]=[CH:26][CH:25]=1.O>C(O)C>[C:24]1([N:30]2[O:8][C:1]3([C:2]4[CH:3]=[CH:4][CH:5]=[CH:6][CH:7]=4)[O:19][CH:18]2[C:17]2[CH:20]=[CH:21][CH:22]=[CH:23][C:16]=2[CH:9]3[C:10]2[CH:15]=[CH:14][CH:13]=[CH:12][CH:11]=2)[CH:29]=[CH:28][CH:27]=[CH:26][CH:25]=1. The solvent is C(C)O (ethanol). Procedure details: A 2.68 g quantity (10 mmols) of 1,2-diphenylindene, a known compound, was oxidized with ozone in 15 ml of methylene chloride, and the resulting reaction mixture was reduced with 2,77 g of triphenylphosphine in 30 ml of benzene at room temperature for 15 hours to obtain 1.8 g of 2-(α-benzoylbenzyl)benzaldehyde (yield 60%). A 300 mg portion (1 mmol) of the 2-(α-benzoylbenzyl)benzaldehyde was reacted with 109 mg of phenylhydroxylamine in 20 ml of ethanol at room temperature for 15 hours. The reacti... Starting materials: C(C1=CC=CC=C1)(=O)C(C1=CC=CC=C1)C1=C(C=O)C=CC=C1 (2-(α-benzoylbenzyl)benzaldehyde), C1(=CC=CC=C1)NO (phenylhydroxylamine), O (water). Starting materials: [Br-], C=CC(=O)OC, CO, [K+], O. Yields the product COCC(Br)C(=O)OC. Reaction SMILES: [Br-:8].[C:1]([CH:2]=[CH2:3])(=[O:4])[O:5][CH3:6].[CH3:9][OH:10].[K+:7].[OH2:11]>>[C:1]([CH:2]([CH2:3][O:10][CH3:9])[Br:8])(=[O:4])[O:5][CH3:6]. Reaction SMILES: [CH3:34][C:35](=[O:36])[O:37][C:38]([CH3:39])=[O:40].[CH:41]([N:42]([CH2:43][CH3:44])[CH:45]([CH3:46])[CH3:47])([CH3:48])[CH3:49].[Cl:50][CH2:51][Cl:52].[NH2:1][c:2]1[cH:3][cH:4][c:5]2[c:10]([cH:11]1)[CH2:9][CH:8]([N:12]([C:13](=[O:14])[NH:15][c:16]1[cH:17][c:18]([Cl:23])[c:19]([F:22])[cH:20][cH:21]1)[CH2:24][CH2:25][CH2:26][N:27]1[CH2:28][CH2:29][N:30]([CH3:33])[CH2:31][CH2:32]1)[CH2:7][CH2:6]2>>[NH:1]([c:2]1[cH:3][cH:4][c:5]2[c:10]([cH:11]1)[CH2:9][CH:8]([N:12]([C:13](=[O:14])[NH:15][c:16]1[cH:17][c:18]([Cl:23])[c:19]([F:22])[cH:20][cH:21]1)[CH2:24][CH2:25][CH2:26][N:27]1[CH2:28][CH2:29][N:30]([CH3:33])[CH2:31][CH2:32]1)[CH2:7][CH2:6]2)[C:35]([CH3:34])=[O:36]. Reactants: CC(=O)OC(C)=O, CCN(C(C)C)C(C)C, ClCCl, CN1CCN(CCCN(C(=O)Nc2ccc(F)c(Cl)c2)C2CCc3ccc(N)cc3C2)CC1. The product is CC(=O)Nc1ccc2c(c1)CC(N(CCCN1CCN(C)CC1)C(=O)Nc1ccc(F)c(Cl)c1)CC2. Reactants: N(=NC(C(=O)OC)(C)C)C(C(=O)OC)(C)C (V-601), [Cl-].[Na+] (sodium chloride), NCCNCCO (2-(2-aminoethylamino)ethanol), CH3 ONa. The solvent is CO (methanol). Reaction conditions: time 8 hour. Product: N(=NC(C(=O)NCCNCCO)(C)C)C(C(=O)NCCNCCO)(C)C (2,2'-azobis[N-(2-hydroxyethylamino)ethyl-2-methylpropionamide]). The yield is 79.7%. RXN SMILES: [N:1]([C:10]([CH3:16])([CH3:15])[C:11]([O:13]C)=O)=[N:2][C:3]([CH3:9])([CH3:8])[C:4]([O:6]C)=O.[NH2:17][CH2:18][CH2:19][NH:20][CH2:21][CH2:22][OH:23].[Cl-].[Na+]>CO>[N:2]([C:3]([CH3:8])([CH3:9])[C:4]([NH:17][CH2:18][CH2:19][NH:20][CH2:21][CH2:22][OH:23])=[O:6])=[N:1][C:10]([CH3:16])([CH3:15])[C:11]([NH:17][CH2:18][CH2:19][NH:20][CH2:21][CH2:22][OH:23])=[O:13] |f:2.3|. Reported procedure: To a constantly stirred mixture comprising 23.0 g of V-601, 22.9 g of 2-(2-aminoethylamino)ethanol and 5 ml of methanol, 4.7 g of 28% CH3 ONa was added dropwise. The reaction was carried out with stirring at room temperature for 8 hours. After standing overnight, the reaction mixture was mixed with 50 ml of saturated sodium chloride solution, and extracted with 100 ml of dichloromethane. The organic layer was dried over anhydrous magnesium sulfate and solvent was distilled off, and there was obt... The reactants are CC(C)(C)OC(=O)N1C(CC(CCO)CO[Si](C)(C)C(C)(C)C)COC1(C)C, CS(=O)(=O)Cl, ClCCl. Yields the product CC(C)(C)OC(=O)N1C(CC(CCOS(C)(=O)=O)CO[Si](C)(C)C(C)(C)C)COC1(C)C. RXN SMILES: [C:1]([CH3:2])([CH3:3])([CH3:4])[Si:5]([O:6][CH2:7][CH:8]([CH2:9][CH:10]1[N:11]([C:17](=[O:18])[O:19][C:20]([CH3:21])([CH3:22])[CH3:23])[C:12]([CH3:15])([CH3:16])[O:13][CH2:14]1)[CH2:24][CH2:25][OH:26])([CH3:27])[CH3:28].[CH3:29][S:30]([Cl:31])(=[O:32])=[O:33].[Cl:34][CH2:35][Cl:36]>>[C:1]([CH3:2])([CH3:3])([CH3:4])[Si:5]([O:6][CH2:7][CH:8]([CH2:9][CH:10]1[N:11]([C:17](=[O:18])[O:19][C:20]([CH3:21])([CH3:22])[CH3:23])[C:12]([CH3:15])([CH3:16])[O:13][CH2:14]1)[CH2:24][CH2:25][O:26][S:30]([CH3:29])(=[O:32])=[O:33])([CH3:27])[CH3:28].